describe an organic reaction: reactants, conditions, products, and yield From a dataset of the Open Reaction Database (ORD), a public repository of structured organic reaction records. Starting materials: [Br-], CN(C)c1ccc(P(C(C)(C)C)C(C)(C)C)cc1, CN(C)c1ccc(P(C(C)(C)C)C(C)(C)C)cc1, C1CCOC1, [Zn+]Cc1ccccc1, CCOC(C)=O, [Cl-], [NH4+], Fc1cc(C2OCCCO2)ccc1-c1nc2ccc(Cl)nc2s1, Cl[Pd]Cl. The product is Fc1cc(C2OCCCO2)ccc1-c1nc2ccc(Cc3ccccc3)nc2s1. As a reaction SMILES: [Br-:29].[C:49]([P:50]([C:51]([CH3:52])([CH3:53])[CH3:54])[c:55]1[cH:56][cH:57][c:58]([N:59]([CH3:60])[CH3:61])[cH:62][cH:63]1)([CH3:64])([CH3:65])[CH3:66].[C:67]([P:68]([C:69]([CH3:70])([CH3:71])[CH3:72])[c:73]1[cH:74][cH:75][c:76]([N:77]([CH3:78])[CH3:79])[cH:80][cH:81]1)([CH3:82])([CH3:83])[CH3:84].[CH2:24]1[O:25][CH2:26][CH2:27][CH2:28]1.[CH2:30]([c:31]1[cH:32][cH:33][cH:34][cH:35][cH:36]1)[Zn+:37].[CH3:40][CH2:41][O:42][C:43]([CH3:44])=[O:45].[Cl-:38].[NH4+:39].[O:1]1[CH:2]([c:7]2[cH:8][c:9]([F:23])[c:10](-[c:13]3[s:14][c:15]4[n:16][c:17]([Cl:22])[cH:18][cH:19][c:20]4[n:21]3)[cH:11][cH:12]2)[O:3][CH2:4][CH2:5][CH2:6]1.[Pd:46]([Cl:47])[Cl:48]>>[O:1]1[CH:2]([c:7]2[cH:8][c:9]([F:23])[c:10](-[c:13]3[s:14][c:15]4[n:16][c:17]([CH2:30][c:31]5[cH:32][cH:33][cH:34][cH:35][cH:36]5)[cH:18][cH:19][c:20]4[n:21]3)[cH:11][cH:12]2)[O:3][CH2:4][CH2:5][CH2:6]1.